From a dataset of the Open Reaction Database (ORD), a public repository of structured organic reaction records. describe an organic reaction: reactants, conditions, products, and yield The reactants are NC1=C(N(C2=CC=C(C=C12)[N+](=O)[O-])C(=O)OCC)C(C1=CC=CC=C1)=O (3-Amino-2-benzoyl-1-(ethoxycarbonyl)-5-nitroindole), C(C)(=O)OCC (ethyl acetate). Run in hexanes. The product is C(C)(=O)NC1=C(N(C2=CC=C(C=C12)[N+](=O)[O-])C(=O)OCC)C(C1=CC=CC=C1)=O (3-Acetylamino-2-benzoyl-1-(ethoxycarbonyl)-5-nitroindole). As a reaction SMILES: [NH2:1][C:2]1[C:10]2[C:5](=[CH:6][CH:7]=[C:8]([N+:11]([O-:13])=[O:12])[CH:9]=2)[N:4]([C:14]([O:16][CH2:17][CH3:18])=[O:15])[C:3]=1[C:19](=[O:26])[C:20]1[CH:25]=[CH:24][CH:23]=[CH:22][CH:21]=1.[C:27](OCC)(=[O:29])[CH3:28]>>[C:27]([NH:1][C:2]1[C:10]2[C:5](=[CH:6][CH:7]=[C:8]([N+:11]([O-:13])=[O:12])[CH:9]=2)[N:4]([C:14]([O:16][CH2:17][CH3:18])=[O:15])[C:3]=1[C:19](=[O:26])[C:20]1[CH:21]=[CH:22][CH:23]=[CH:24][CH:25]=1)(=[O:29])[CH3:28]. Reported procedure: The title compound was prepared according to the procedure described in step 1 of Example 2 (Method A) from 3-amino-2-benzoyl-1-(ethoxycarbonyl)-5-nitroindole (step 2). tlc: Rf=0.2 (50% ethyl acetate in hexanes) Starting materials: ClC(Cl)Cl, O=S1(=O)N=C(Cl)c2ccccc21, NCCCOc1cccc(CN2CCOCC2)c1. Yields the product O=S1(=O)N=C(NCCCOc2cccc(CN3CCOCC3)c2)c2ccccc21, Cl. RXN SMILES: [CH:31]([Cl:32])([Cl:33])[Cl:34].[Cl:1][C:2]1=[N:3][S:4](=[O:11])(=[O:12])[c:5]2[c:6]1[cH:7][cH:8][cH:9][cH:10]2.[O:13]1[CH2:14][CH2:15][N:16]([CH2:19][c:20]2[cH:21][c:22]([O:23][CH2:24][CH2:25][CH2:26][NH2:27])[cH:28][cH:29][cH:30]2)[CH2:17][CH2:18]1>>[C:2]1([NH:27][CH2:26][CH2:25][CH2:24][O:23][c:22]2[cH:21][c:20]([CH2:19][N:16]3[CH2:15][CH2:14][O:13][CH2:18][CH2:17]3)[cH:30][cH:29][cH:28]2)=[N:3][S:4](=[O:11])(=[O:12])[c:5]2[c:6]1[cH:7][cH:8][cH:9][cH:10]2.[ClH:1]. Starting materials: CN, Cl, Fc1cc(-n2cc(CN=C=S)nn2)cc(F)c1N1CCOCC1, O. Yields the product CNC(=S)NCc1cn(-c2cc(F)c(N3CCOCC3)c(F)c2)nn1. RXN SMILES: [CH3:1][NH2:2].[ClH:26].[F:3][c:4]1[c:5]([N:20]2[CH2:21][CH2:22][O:23][CH2:24][CH2:25]2)[c:6]([F:19])[cH:7][c:8](-[n:10]2[n:11][n:12][c:13]([CH2:15][N:16]=[C:17]=[S:18])[cH:14]2)[cH:9]1.[OH2:27]>>[CH3:1][NH:2][C:17]([NH:16][CH2:15][c:13]1[n:12][n:11][n:10](-[c:8]2[cH:7][c:6]([F:19])[c:5]([N:20]3[CH2:21][CH2:22][O:23][CH2:24][CH2:25]3)[c:4]([F:3])[cH:9]2)[cH:14]1)=[S:18]. Reactants: NCC(C)O (1-amino-2-propanol), CC(=C)C(=O)Cl (methacryl chloride), C(=O)([O-])[O-].[K+].[K+] (K2CO3). Run in CO (methanol), C(C)#N (acetonitrile), C(C)#N (acetonitrile). The product is OC(CNC(C(=C)C)=O)C (N-(2-hydroxypropyl)methacrylamide). Reaction SMILES: [NH2:1][CH2:2][CH:3]([OH:5])[CH3:4].C([O-])([O-])=O.[K+].[K+].[CH3:12][C:13]([C:15](Cl)=[O:16])=[CH2:14]>C(#N)C.CO>[OH:5][CH:3]([CH3:4])[CH2:2][NH:1][C:15](=[O:16])[C:13]([CH3:14])=[CH2:12] |f:1.2.3|. Procedure details: 3.75 g of 1-amino-2-propanol (0.05 mol) were placed in a three-necked flask, equipped with dropping funnel and gas inlet and gas outlet pipe, together with 30 ml of acetonitrile (anhydrous) and 13.79 g of K2CO3 (0.1 mol), and cooled to 0° C. in an ice bath. 6.18 g of methacryl chloride (0.06 mol), dissolved in 30 ml of acetonitrile, were added dropwise over 30 minutes with constant stirring and gentle passage of nitrogen. After stirring for a further 60 minutes with ice cooling, the mixture was ...